The task is: describe an organic reaction: reactants, conditions, products, and yield. This data is from the Open Reaction Database (ORD), a public repository of structured organic reaction records. Starting materials: C(C1=CC=CC=C1)[C@H]1N(CC[C@@H](C1)N(C(C(F)(F)F)=O)CC1=CC=NC2=CC=CC=C12)C(C1=CC(=CC=C1)OC)=O ((2R*,4S*)-2-benzyl-1-(3-methoxybenzoyl)-N-(4-quinolylmethyl)-N-trifluoroacetyl-4-piperidinamine), [BH4-].[Na+] (sodium borohydride). The product is C(C1=CC=CC=C1)[C@H]1N(CC[C@@H](C1)NCC1=CC=NC2=CC=CC=C12)C(C1=CC(=CC=C1)OC)=O ((2R*,4S*)-2-benzyl-1-(3-methoxybenzoyl)-N-(4-quinolylmethyl)-4-piperidinamine). RXN SMILES: [CH2:1]([C@@H:8]1[CH2:13][C@@H:12]([N:14]([CH2:21][C:22]2[C:31]3[C:26](=[CH:27][CH:28]=[CH:29][CH:30]=3)[N:25]=[CH:24][CH:23]=2)C(=O)C(F)(F)F)[CH2:11][CH2:10][N:9]1[C:32](=[O:41])[C:33]1[CH:38]=[CH:37][CH:36]=[C:35]([O:39][CH3:40])[CH:34]=1)[C:2]1[CH:7]=[CH:6][CH:5]=[CH:4][CH:3]=1.[BH4-].[Na+]>>[CH2:1]([C@@H:8]1[CH2:13][C@@H:12]([NH:14][CH2:21][C:22]2[C:31]3[C:26](=[CH:27][CH:28]=[CH:29][CH:30]=3)[N:25]=[CH:24][CH:23]=2)[CH2:11][CH2:10][N:9]1[C:32](=[O:41])[C:33]1[CH:38]=[CH:37][CH:36]=[C:35]([O:39][CH3:40])[CH:34]=1)[C:2]1[CH:7]=[CH:6][CH:5]=[CH:4][CH:3]=1 |f:1.2|. Procedure: 230 mg (0.409 mmol) of (2R*,4S*)-2-benzyl-1-(3-methoxybenzoyl)-N-(4-quinolylmethyl)-N-trifluoroacetyl-4-piperidinamine are reacted with 81 mg (2.14 mmol) of sodium borohydride in analogy to Example 2. The title compound of the formula ##STR48## is obtained as white foam. TLC: methylene chloride/methanol/conc. ammonia (1000:50:1) Rf =0.26, FD-MS: M+ =465. Reactants: ClCCCS(=O)(=O)Cl (Chloropropanesulfonyl chloride), NC1=C(C=C(C=C1)C(C(=O)OCC)C)F (ethyl 2-(4-amino-3-fluorophenyl)propanoate), N1=CC=CC=C1 (pyridine). Run in C(Cl)Cl (DCM). Conditions: time 1 hour. The product is ClCCCS(=O)(=O)NC1=C(C=C(C=C1)C(C(=O)OCC)C)F (ethyl 2-(4-(3-chloropropylsulfonamido)-3-fluorophenyl)propanoate). Isolated yield 90.1%. Reaction SMILES: [Cl:1][CH2:2][CH2:3][CH2:4][S:5](Cl)(=[O:7])=[O:6].[NH2:9][C:10]1[CH:15]=[CH:14][C:13]([CH:16]([CH3:22])[C:17]([O:19][CH2:20][CH3:21])=[O:18])=[CH:12][C:11]=1[F:23].N1C=CC=CC=1>C(Cl)Cl>[Cl:1][CH2:2][CH2:3][CH2:4][S:5]([NH:9][C:10]1[CH:15]=[CH:14][C:13]([CH:16]([CH3:22])[C:17]([O:19][CH2:20][CH3:21])=[O:18])=[CH:12][C:11]=1[F:23])(=[O:7])=[O:6]. Procedure: Chloropropanesulfonyl chloride (0.576 mL, 4.73 mmol) was added to a solution of ethyl 2-(4-amino-3-fluorophenyl)propanoate (1 g, 4.735 mmol) and pyridine (0.382 mL, 4.735 mmol) in DCM (18 mL) at 0° C. The reaction mixture was stirred for 1 h, after it was partitioned between DCM (10 mL) and 1N hydrochloric acid (10 mL). The organic phase was separated and dried over magnesium sulfate, filtered and concentrated in vacuo to afford ethyl 2-(4-(3-chloropropylsulfonamido)-3-fluorophenyl)propanoate as... The reactants are OC(CCCCCCCCN1C(=O)N(C=2N=CN(C2C1=O)C)C)C (1-(9-hydroxydecyl)-3,7-dimethylxanthine), C([O-])(O)=O.[Na+] (sodium bicarbonate), ClCCl (dichloromethane), Br (HBr), solution. Solvent: C(C)(=O)O (acetic acid). Reaction conditions: time 10 minute. The product is C(C)(=O)OC(CCCCCCCCN1C(=O)N(C=2N=CN(C2C1=O)C)C)CBr (1-(9'-acetoxy-10'-bromodecyl)-3,7-dimethylxanthine). The yield is 100.0%. Reaction SMILES: [OH:1][CH:2]([CH3:24])[CH2:3][CH2:4][CH2:5][CH2:6][CH2:7][CH2:8][CH2:9][CH2:10][N:11]1[C:20](=[O:21])[C:19]2[N:18]([CH3:22])[CH:17]=[N:16][C:15]=2[N:14]([CH3:23])[C:12]1=[O:13].[BrH:25].[C:26](=[O:29])(O)[O-].[Na+].Cl[CH2:32]Cl>C(O)(=O)C>[C:26]([O:1][CH:2]([CH2:24][Br:25])[CH2:3][CH2:4][CH2:5][CH2:6][CH2:7][CH2:8][CH2:9][CH2:10][N:11]1[C:20](=[O:21])[C:19]2[N:18]([CH3:22])[CH:17]=[N:16][C:15]=2[N:14]([CH3:23])[C:12]1=[O:13])(=[O:29])[CH3:32] |f:2.3|. Procedure details: This example illustrates a synthesis for 1-(9-hydroxydecyl)-3,7-dimethylxanthine racemic mixture (CT 1552). The synthesis begins with a solution of CT1564 (2.11 g, 6.0 mmol) from Example 2. CT1564 was stirred with HBr (5.38 ml, 4.85 g of a 30% solution in acetic acid, 18 mmol) for 90 min. The mixture was added to a flask containing saturated aqueous sodium bicarbonate solution (40 ml) and 50 ml of dichloromethane. After 10 min of vigorous stirring, the layers were separated and the aqueous layer... The product is CCNC(=O)n1ccc(O)cc1=O. As a reaction SMILES: [CH2:1]([CH3:2])[N:3]=[C:4]=[O:5].[OH:6][c:7]1[cH:8][c:9](=[O:13])[nH:10][cH:11][cH:12]1.[cH:14]1[cH:15][cH:16][n:17][cH:18][cH:19]1>>[CH2:1]([CH3:2])[NH:3][C:4](=[O:5])[n:10]1[c:9](=[O:13])[cH:8][c:7]([OH:6])[cH:12][cH:11]1. Reactants: CCN=C=O, O=c1cc(O)cc[nH]1, c1ccncc1.